From a dataset of the Open Reaction Database (ORD), a public repository of structured organic reaction records. describe an organic reaction: reactants, conditions, products, and yield Reactants: CCOC(=O)C1(N)Cc2ccccc2C1, CCN(C(C)C)C(C)C, O=C(Cl)C(=O)Cl, ClCCl, O=C(O)c1cccc2c1CCCC2. Product: CCOC(=O)C1(NC(=O)c2cccc3c2CCCC3)Cc2ccccc2C1. As a reaction SMILES: [CH2:20]([CH3:21])[O:22][C:23](=[O:24])[C:25]1([NH2:34])[CH2:26][c:27]2[cH:28][cH:29][cH:30][cH:31][c:32]2[CH2:33]1.[CH:35]([N:36]([CH2:37][CH3:38])[CH:39]([CH3:40])[CH3:41])([CH3:42])[CH3:43].[Cl:14][C:15]([C:16]([Cl:17])=[O:18])=[O:19].[Cl:44][CH2:45][Cl:46].[c:1]1([C:11](=[O:12])[OH:13])[cH:2][cH:3][cH:4][c:5]2[c:10]1[CH2:9][CH2:8][CH2:7][CH2:6]2>>[c:1]1([C:11](=[O:13])[NH:34][C:25]2([C:23]([O:22][CH2:20][CH3:21])=[O:24])[CH2:26][c:27]3[cH:28][cH:29][cH:30][cH:31][c:32]3[CH2:33]2)[cH:2][cH:3][cH:4][c:5]2[c:10]1[CH2:9][CH2:8][CH2:7][CH2:6]2. Reactants: Cl (hydrochloric acid), Cl.C(C1=CC=CC=C1)(=O)N (benzamide hydrochloride), FC(C(=O)O)(F)F.C(C)(=O)C=1C=CC(=C(C(=O)NC2=NC=C(C=C2)Cl)C1)NC(=O)C1CCNCC1 (5-acetyl-N-(5-chloropyridin-2-yl)-2-[(4-piperidinylcarbonyl)amino]-benzamide trifluoroacetate). The solvent is ClCCl (dichloromethane), C(C)OCC (diethyl ether). Product: Cl.C(C)(=O)C=1C=CC(=C(C(=O)NC2=NC=C(C=C2)Cl)C1)NC(=O)C1CCN(CC1)C(C)C (5-Acetyl-N-(5-chloropyridin-2-yl)-2-[(1-isopropylpiperidin-4-ylcarbonyl)amino]benzamide Hydrochloride). RXN SMILES: Cl.[C:2](N)(=O)[C:3]1C=CC=C[CH:4]=1.FC(F)(F)C(O)=O.[C:18]([C:21]1[CH:22]=[CH:23][C:24]([NH:37][C:38]([CH:40]2[CH2:45][CH2:44][NH:43][CH2:42][CH2:41]2)=[O:39])=[C:25]([CH:36]=1)[C:26]([NH:28][C:29]1[CH:34]=[CH:33][C:32]([Cl:35])=[CH:31][N:30]=1)=[O:27])(=[O:20])[CH3:19].Cl>ClCCl.C(OCC)C>[ClH:35].[C:18]([C:21]1[CH:22]=[CH:23][C:24]([NH:37][C:38]([CH:40]2[CH2:41][CH2:42][N:43]([CH:3]([CH3:4])[CH3:2])[CH2:44][CH2:45]2)=[O:39])=[C:25]([CH:36]=1)[C:26]([NH:28][C:29]1[CH:34]=[CH:33][C:32]([Cl:35])=[CH:31][N:30]=1)=[O:27])(=[O:20])[CH3:19] |f:0.1,2.3,7.8|. Reported procedure: Using methods substantially equivalent to those described in Example 244-F, 5-acetyl-N-(5-chloropyridin-2-yl)-2-(1-isopropylpiperidin-4-ylcarbonyl)amino]benzamide hydrochloride (48 mg, 67%) was prepared from 5-acetyl-N-(5-chloropyridin-2-yl)-2-[(4-piperidinylcarbonyl)amino]-benzamide trifluoroacetate. To a stirring solution of the purified product in dichloromethane was added 1.0 N hydrochloric acid in diethyl ether until precipitate formed. The mixture was filtered to give the title compound. Starting materials: CC(C)(C)[Si](C)(C)Cl, CN(C)C=O, CCOC(C)=O, ClCc1cc(Cl)nc(Cl)c1, c1c[nH]cn1. Product: CC(C)(C)[Si](C)(C)OCc1cc(Cl)nc(Cl)c1. As a reaction SMILES: [C:11]([CH3:12])([CH3:13])([CH3:14])[Si:15]([CH3:16])([CH3:17])[Cl:18].[CH3:19][N:20]([CH3:21])[CH:23]=[O:22].[CH3:29][CH2:30][O:31][C:32](=[O:33])[CH3:34].[Cl:1][c:2]1[n:3][c:4]([Cl:10])[cH:5][c:6]([CH2:8][Cl:9])[cH:7]1.[nH:24]1[cH:25][cH:26][n:27][cH:28]1>>[Cl:1][c:2]1[n:3][c:4]([Cl:10])[cH:5][c:6]([CH2:8][O:22][Si:15]([C:11]([CH3:12])([CH3:13])[CH3:14])([CH3:16])[CH3:17])[cH:7]1. Reactants: CC(C)(C)OC(=O)N(Cc1ccccc1)C(CCCCN)C(=O)O, ClCCl. Yields the product NCCCCC(N)C(=O)O. Reaction SMILES: [CH2:1]([N:8]([C:2]([O:3][C:4]([CH3:5])([CH3:6])[CH3:7])=[O:18])[CH:9]([CH2:10][CH2:11][CH2:12][CH2:13][NH2:14])[C:15](=[O:16])[OH:17])[c:19]1[cH:20][cH:21][cH:22][cH:23][cH:24]1.[CH2:25]([Cl:26])[Cl:27]>>[NH2:8][CH:9]([CH2:10][CH2:11][CH2:12][CH2:13][NH2:14])[C:15](=[O:16])[OH:17].